Dataset: the Open Reaction Database (ORD), a public repository of structured organic reaction records. Task: describe an organic reaction: reactants, conditions, products, and yield Starting materials: COC(C(C1=CC=C(C=C1)OC\C=C\C1=C(C=CC=C1C(C)C)C1=CC=C(C=C1)F)=O)=O ((E)-4-[3-[4'-fluoro-3-(1-methylethyl)[1,1'-biphenyl]-2-yl]-2-propenyloxy]-alpha-oxobenzeneacetic acid methyl ester), [OH-].[K+] (potassium hydroxide). Solvent: CO (methanol), O1CCCC1 (tetrahydrofuran). Yields the product FC1=CC=C(C=C1)C1=C(C(=CC=C1)C(C)C)/C=C/COC1=CC=C(C=C1)C(C(=O)O)=O ((E)-4-[3-[4'-fluoro-3-(1-methylethyl)[1,1'-biphenyl]-2-yl]-2-propenyloxy]-alpha-oxobenzeneacetic acid). Isolated yield 62.0%. Reaction SMILES: C[O:2][C:3](=[O:32])[C:4](=[O:31])[C:5]1[CH:10]=[CH:9][C:8]([O:11][CH2:12]/[CH:13]=[CH:14]/[C:15]2[C:20]([CH:21]([CH3:23])[CH3:22])=[CH:19][CH:18]=[CH:17][C:16]=2[C:24]2[CH:29]=[CH:28][C:27]([F:30])=[CH:26][CH:25]=2)=[CH:7][CH:6]=1.[OH-].[K+]>CO.O1CCCC1>[F:30][C:27]1[CH:26]=[CH:25][C:24]([C:16]2[CH:17]=[CH:18][CH:19]=[C:20]([CH:21]([CH3:23])[CH3:22])[C:15]=2/[CH:14]=[CH:13]/[CH2:12][O:11][C:8]2[CH:7]=[CH:6][C:5]([C:4](=[O:31])[C:3]([OH:32])=[O:2])=[CH:10][CH:9]=2)=[CH:29][CH:28]=1 |f:1.2|. Procedure: As in Example 19, (E)-4-[3-[4'-fluoro-3-(1-methylethyl)[1,1'-biphenyl]-2-yl]-2-propenyloxy]-alpha-oxobenzeneacetic acid methyl ester (0.5 g) in a mixture of methanol (4 mL) and tetrahydrofuran (2 mL) was treated with 1N potassium hydroxide (1.4 mL). The usual work up gave 0.4 g of a solid, which after crystallization from diethyl ether-hexane provided 0.3 g of (E)-4-[3-[4'-fluoro-3-(1-methylethyl)[1,1'-biphenyl]-2-yl]-2-propenyloxy]-alpha-oxobenzeneacetic acid as a colorless solid, mp 142°-143° ... The reactants are O=C(O)C1CCC(F)(F)CC1, COc1ccc(N)cn1. Reagents/catalysts: [B-](F)(F)(F)F.CN(C)C(=[N+](C)C)ON1C(=O)CCC1=O (TSTU), CCN(C(C)C)C(C)C (DIPEA). Solvent: CN(C)C=O (DMF), CN(C)C=O (DMF), CN(C)C=O (DMF), CN(C)C=O (DMF), CN(C)C=O (DMF), CN(C)C=O (DMF). Run at temperature 25 celsius, time 2 hour. Yields the product COc1ccc(NC(=O)C2CCC(F)(F)CC2)cn1. Yield: 4.3%. Reaction SMILES: COc1ccc(N)cn1.O=C(O)C1CCC(F)(F)CC1.[B-](F)(F)(F)F.CN(C)C(=[N+](C)C)ON1C(=O)CCC1=O.CCN(C(C)C)C(C)C.CN(C)C=O>>COc1ccc(NC(=O)C2CCC(F)(F)CC2)cn1. The reactants are COc1ccc2c(n1)N(CC1CO1)C(=O)CC2, O=[N+]([O-])c1cccc(S(=O)(=O)OCC2CO2)c1, CC(C)(C)OC(=O)NC1CCNCC1, CN(C)C=O. Product: COc1ccc2c(n1)N(CC(O)CN1CCC(NC(=O)OC(C)(C)C)CC1)C(=O)CC2. As a reaction SMILES: [CH3:1][O:2][c:3]1[cH:4][cH:5][c:6]2[c:11]([n:12]1)[N:10]([CH2:13][CH:14]1[O:15][CH2:16]1)[C:9](=[O:17])[CH2:8][CH2:7]2.[N+:18]([c:19]1[cH:20][c:21]([S:22]([O:23][CH2:24][CH:25]2[CH2:26][O:27]2)(=[O:28])=[O:29])[cH:30][cH:31][cH:32]1)([O-:33])=[O:34].[NH:35]1[CH2:36][CH2:37][CH:38]([NH:41][C:42]([O:43][C:44]([CH3:45])([CH3:46])[CH3:47])=[O:48])[CH2:39][CH2:40]1.[O:49]=[CH:50][N:51]([CH3:52])[CH3:53]>>[CH3:1][O:2][c:3]1[cH:4][cH:5][c:6]2[c:11]([n:12]1)[N:10]([CH2:13][CH:14]([OH:15])[CH2:16][N:35]1[CH2:36][CH2:37][CH:38]([NH:41][C:42]([O:43][C:44]([CH3:45])([CH3:46])[CH3:47])=[O:48])[CH2:39][CH2:40]1)[C:9](=[O:17])[CH2:8][CH2:7]2. The reactants are [OH-].[Na+] (sodium hydroxide), aqueous solution, ClCl (chlorine), C1(C=2C(C(=O)O1)=CC=CC2)=O (phthalic anhydride), OCC(O)CO (glycerol), epoxy, C(Cl)C1CO1 (epichlorohydrin), aqueous solution. The reagents and catalysts are [Cl-].C[N+](C)(C)C (tetramethylammonium chloride). The solvent is C(C(C)C)C(=O)C (methyl isobutyl ketone). Yields the product C(C=1C(C(=O)O)=CC=CC1)(=O)OCC(O)COC(C=1C(C(=O)O)=CC=CC1)=O (glycerol 1,3-diphthalate). RXN SMILES: [C:1]1(=[O:11])[O:6][C:4](=[O:5])[C:3]2=[CH:7][CH:8]=[CH:9][CH:10]=[C:2]12.[OH:12][CH2:13][CH:14]([CH2:16][OH:17])[OH:15].[CH2:18]([CH:20]1[O:22][CH2:21]1)Cl.[OH-:23].[Na+].ClCl>C(C(C)=O)C(C)C.[Cl-].C[N+](C)(C)C>[C:21]([O:12][CH2:13][CH:14]([CH2:16][O:17][C:4](=[O:5])[C:3]1[C:2](=[CH:10][CH:9]=[CH:8][CH:7]=1)[C:1]([OH:6])=[O:11])[OH:15])(=[O:22])[C:20]1[C:3](=[CH:2][CH:10]=[CH:9][CH:18]=1)[C:4]([OH:5])=[O:23] |f:3.4,7.8|. Procedure: The reaction is carried out substantially as described in Example 5, initially giving 1165 g (100% of theory) of the desired hemiester as a pale yellow solid with an acid value of 5.27 equivalents/kg from the reaction of 888.7 g (6 mol) of phthalic anhydride and 276.3 g (3 mol) of glycerol in 960 g of methyl isobutyl ketone. Then 450 g (2.37 equivalents) of this hemiester are reacted using 2193 g (23.7 mol) of epichlorohydrin, 208.6 g of a 50% aqueous solution of sodium hydroxide and two times 2... The reactants are C1(CCCCC1)N=C=NC1CCCCC1 (dicyclohexylcarbodiimide), OC(CC(=O)O)CC(\C=C\C=1N(C(C2=CC=CC=C2C1C1=CC=C(C=C1)F)=O)C(C)C)O ((E)-3,5-dihydroxy-7-[4-(4-fluorophenyl)-2-isopropyl-1-oxo-1,2-dihydroisoquinolin-3-yl]hept-6-enoic acid), O (water). Solvent: ClCCl (dichloromethane). Reaction conditions: time 1 hour. Product: OC1CC(OC(C1)\C=C\C=1N(C(C2=CC=CC=C2C1C1=CC=C(C=C1)F)=O)C(C)C)=O ((E)-4-hydroxy-6-[2-{4-(4-fluorophenyl)-2-isopropyl-1-oxo-1,2-dihydroisoquinolin-3-yl}ethenyl]-3,4,5,6-tetrahydro-2H-pyran-2-one). As a reaction SMILES: [OH:1][CH:2]([CH2:7][CH:8](O)/[CH:9]=[CH:10]/[C:11]1[N:12]([CH:29]([CH3:31])[CH3:30])[C:13](=[O:28])[C:14]2[C:19]([C:20]=1[C:21]1[CH:26]=[CH:25][C:24]([F:27])=[CH:23][CH:22]=1)=[CH:18][CH:17]=[CH:16][CH:15]=2)[CH2:3][C:4]([OH:6])=[O:5].C1(N=C=NC2CCCCC2)CCCCC1.O>ClCCl>[OH:1][CH:2]1[CH2:7][CH:8](/[CH:9]=[CH:10]/[C:11]2[N:12]([CH:29]([CH3:31])[CH3:30])[C:13](=[O:28])[C:14]3[C:19]([C:20]=2[C:21]2[CH:26]=[CH:25][C:24]([F:27])=[CH:23][CH:22]=2)=[CH:18][CH:17]=[CH:16][CH:15]=3)[O:5][C:4](=[O:6])[CH2:3]1. Procedure: A solution of a 1:1 mixture of the erythro- and threo-diastereoisomers of (E)-3,5-dihydroxy-7-[4-(4-fluorophenyl)-2-isopropyl-1-oxo-1,2-dihydroisoquinolin-3-yl]hept-6-enoic acid (0.35 g; prepared as described in Example 5) in dichloromethane (25 ml) was treated with dicyclohexylcarbodiimide (0.18 g) and the resulting solution was stirred at room temperature for 1 hour. The solution was treated with water (20 ml), and stirred for 30 minutes. The layers were then separated and the aqueous phase wa... The reactants are BrC1=C2C=CC(=CC2=CC=C1)CO (5-bromo-2-hydroxymethylnaphthalene), P(Br)(Br)Br (PBr3). Run in CCOCC (Et2O), CCOCC (Et2O). Run at temperature 0 celsius, time 30 minute. The product is BrC1=C2C=CC(=CC2=CC=C1)CBr (5-Bromo-2-bromomethylnaphthalene). The yield is 52.0%. RXN SMILES: [Br:1][C:2]1[CH:11]=[CH:10][CH:9]=[C:8]2[C:3]=1[CH:4]=[CH:5][C:6]([CH2:12]O)=[CH:7]2.P(Br)(Br)[Br:15]>CCOCC>[Br:1][C:2]1[CH:11]=[CH:10][CH:9]=[C:8]2[C:3]=1[CH:4]=[CH:5][C:6]([CH2:12][Br:15])=[CH:7]2. Procedure: To a stirred suspension of 5-bromo-2-hydroxymethylnaphthalene (7.00 g, 29.5 mmol) in dry Et2O (100 mL) at 0° C. was added PBr3 (8.91 g, 33 mmol) in portions over 20 minutes. The reaction was stirred for an additional 30 minutes at 0° C., diluted with Et2O (100 mL) and quenched with H2O (100 mL) over 20 minutes. The heterogeneous solution was diluted further with H2O (100 mL) and the layers separated. The aqueous phase was extracted with Et2O (1×200 mL) and the combined organic layers were washed...